This data is from the Open Reaction Database (ORD), a public repository of structured organic reaction records. The task is: describe an organic reaction: reactants, conditions, products, and yield Reactants: N1CCCC1 (pyrrolidine), Ph(PPh3)4, C(C)NC(NC1=C(C(=O)OCC=C)C=C(C=C1)C(F)(F)F)=O (allyl 2-(3-ethylureido)-5-(trifluoromethyl)benzoate). The solvent is C(C)#N (acetonitrile). Conditions: time 2 hour. The product is C(C)NC(NC1=C(C(=O)O)C=C(C=C1)C(F)(F)F)=O (2-(3-ethylureido)-5-(trifluoromethyl)benzoic acid). Isolated yield 56.5%. RXN SMILES: [CH2:1]([NH:3][C:4](=[O:22])[NH:5][C:6]1[CH:17]=[CH:16][C:15]([C:18]([F:21])([F:20])[F:19])=[CH:14][C:7]=1[C:8]([O:10]CC=C)=[O:9])[CH3:2].N1CCCC1>C(#N)C>[CH2:1]([NH:3][C:4](=[O:22])[NH:5][C:6]1[CH:17]=[CH:16][C:15]([C:18]([F:20])([F:19])[F:21])=[CH:14][C:7]=1[C:8]([OH:10])=[O:9])[CH3:2]. Reported procedure: The allyl 2-(3-ethylureido)-5-(trifluoromethyl)benzoate (1.8 g, ca. 5.7 mmol) was dissolved in acetonitrile (50 mL) The solution was charged with pyrrolidine (1.0 mL, 12 mmol) and Ph(PPh3)4 (140 mg, 0.17 mmol) and then stirred for 2 h at RT before being concentrated in vacuo. The residue was diluted with EtOAc and this was washed successively with 1N HCl (2×) and brine (1×) before being dried (Na2SO4), filtered, and concentrated in vacuo. The residue was triturated with methylene chloride to aff... Starting materials: COC=1C=C2C=CN(C(C2=C(C1)C#N)=O)C1=CC=C(C=C1)OC (6-methoxy-2-(4-methoxyphenyl)-1-oxo-1,2-dihydroisoquinoline-8-carbonitrile), BrN1C(CCC1=O)=O (N-bromosuccinimide). Run at time 4 hour. Product: BrC1=CN(C(C2=C(C=C(C=C12)OC)C#N)=O)C1=CC=C(C=C1)OC (4-bromo-6-methoxy-2-(4-methoxyphenyl)-1-oxo-1,2-dihydroisoquinoline-8-carbonitrile). Isolated yield 83.3%. As a reaction SMILES: [CH3:1][O:2][C:3]1[CH:4]=[C:5]2[C:10](=[C:11]([C:13]#[N:14])[CH:12]=1)[C:9](=[O:15])[N:8]([C:16]1[CH:21]=[CH:20][C:19]([O:22][CH3:23])=[CH:18][CH:17]=1)[CH:7]=[CH:6]2.[Br:24]N1C(=O)CCC1=O>>[Br:24][C:6]1[C:5]2[C:10](=[C:11]([C:13]#[N:14])[CH:12]=[C:3]([O:2][CH3:1])[CH:4]=2)[C:9](=[O:15])[N:8]([C:16]2[CH:21]=[CH:20][C:19]([O:22][CH3:23])=[CH:18][CH:17]=2)[CH:7]=1. Procedure details: Compound 6-methoxy-2-(4-methoxyphenyl)-1-oxo-1,2-dihydroisoquinoline-8-carbonitrile (0.22 g, 0.72 mmol) and N-bromosuccinimide (0.15 g, 0.86 mmol) were placed in a dry, argon flushed 150 mL single-necked flask fitted with a stirring bar and sealed with a rubber stopper. Acetonitrile (10 mL) was added via a syringe at room temperature under argon atmosphere. After the mixture was stirred at room temperature for 4 hours, the solvent was removed under reduced pressure. The residue was purified by f... Starting materials: BrC1=CN=C(C=2N1C=C(N2)CO)N2CCOCC2 ((5-Bromo-8-morpholinoimidazo[1,2-a]pyrazin-2-yl)methanol), CC1(OB(OC1(C)C)C=1C=CC(=NC1)N1CCN(CC1)C(=O)OC(C)(C)C)C (tert-butyl 4-(5-(4,4,5,5-tetramethyl-1,3,2-dioxaborolan-2-yl)pyridin-2-yl)piperazine-1-carboxylate), C(=O)([O-])[O-].[K+].[K+] (K2CO3). Product: OCC=1N=C2N(C(=CN=C2N2CCOCC2)C=2C=CC(=NC2)N2CCN(CC2)C(=O)OC(C)(C)C)C1 (tert-Butyl 4-(5-(2-(hydroxymethyl)-8-morpholinoimidazo[1,2-a]pyrazin-5-yl)pyridin-2-yl)piperazine-1-carboxylate). Reaction SMILES: Br[C:2]1[N:7]2[CH:8]=[C:9]([CH2:11][OH:12])[N:10]=[C:6]2[C:5]([N:13]2[CH2:18][CH2:17][O:16][CH2:15][CH2:14]2)=[N:4][CH:3]=1.CC1(C)C(C)(C)OB([C:27]2[CH:28]=[CH:29][C:30]([N:33]3[CH2:38][CH2:37][N:36]([C:39]([O:41][C:42]([CH3:45])([CH3:44])[CH3:43])=[O:40])[CH2:35][CH2:34]3)=[N:31][CH:32]=2)O1.C([O-])([O-])=O.[K+].[K+]>>[OH:12][CH2:11][C:9]1[N:10]=[C:6]2[C:5]([N:13]3[CH2:18][CH2:17][O:16][CH2:15][CH2:14]3)=[N:4][CH:3]=[C:2]([C:27]3[CH:28]=[CH:29][C:30]([N:33]4[CH2:38][CH2:37][N:36]([C:39]([O:41][C:42]([CH3:45])([CH3:44])[CH3:43])=[O:40])[CH2:35][CH2:34]4)=[N:31][CH:32]=3)[N:7]2[CH:8]=1 |f:2.3.4|. Procedure: Compound 1e was subjected to Suzuki coupling conditions with tert-butyl 4-(5-(4,4,5,5-tetramethyl-1,3,2-dioxaborolan-2-yl)pyridin-2-yl)piperazine-1-carboxylate using the reaction conditions described in Example 1, Step G, and substituting K2CO3 as the base to obtain compound 23a. Mass Spectrum (LCMS, ESI pos.) Calcd. for C25H33N7O4: 496.3 (M+H). Found 496.3. Reactants: C(CCCCCCC\C=C/CCCCCCCC)OCC(OCCCCCCCC\C=C/CCCCCCCC)CO (1,2-O-dioleylglycerol), Cl.CN(CCCC(=O)O)C (4-dimethylaminobutyric acid hydrochloride), C1(CCCCC1)N=C=NC1CCCCC1 (N,N'-dicyclohexylcarbodiimide). The reagents and catalysts are CN(C1=CC=NC=C1)C (4-dimethylaminopyridine). Run in C(Cl)Cl.CN(C=O)C (methylene chloride N,N-dimethylformamide). Conditions: time 8 hour. The product is CN(CCCC(=O)OCC(COCCCCCCCC\C=C/CCCCCCCC)OCCCCCCCC\C=C/CCCCCCCC)C (3-O-(4-dimethylaminobutanoyl)-1,2-O-dioleylglycerol). Yield: 87.1%. As a reaction SMILES: [CH2:1]([O:19][CH2:20][CH:21]([CH2:41][OH:42])[O:22][CH2:23][CH2:24][CH2:25][CH2:26][CH2:27][CH2:28][CH2:29][CH2:30]/[CH:31]=[CH:32]\[CH2:33][CH2:34][CH2:35][CH2:36][CH2:37][CH2:38][CH2:39][CH3:40])[CH2:2][CH2:3][CH2:4][CH2:5][CH2:6][CH2:7][CH2:8]/[CH:9]=[CH:10]\[CH2:11][CH2:12][CH2:13][CH2:14][CH2:15][CH2:16][CH2:17][CH3:18].Cl.[CH3:44][N:45]([CH3:52])[CH2:46][CH2:47][CH2:48][C:49](O)=[O:50].C1(N=C=NC2CCCCC2)CCCCC1>C(Cl)Cl.CN(C)C=O.CN(C)C1C=CN=CC=1>[CH3:44][N:45]([CH3:52])[CH2:46][CH2:47][CH2:48][C:49]([O:42][CH2:41][CH:21]([O:22][CH2:23][CH2:24][CH2:25][CH2:26][CH2:27][CH2:28][CH2:29][CH2:30]/[CH:31]=[CH:32]\[CH2:33][CH2:34][CH2:35][CH2:36][CH2:37][CH2:38][CH2:39][CH3:40])[CH2:20][O:19][CH2:1][CH2:2][CH2:3][CH2:4][CH2:5][CH2:6][CH2:7][CH2:8]/[CH:9]=[CH:10]\[CH2:11][CH2:12][CH2:13][CH2:14][CH2:15][CH2:16][CH2:17][CH3:18])=[O:50] |f:1.2,4.5|. Reported procedure: In 6 ml of methylene chloride-N,N-dimethylformamide (1:2) was dissolved 120 mg (0.20 mmol) of 1,2-O-dioleylglycerol, followed by addition of 168 mg (1 mmol) of 4-dimethylaminobutyric acid hydrochloride. Then, 206 mg (1 mmol) of N,N'-dicyclohexylcarbodiimide (DCC) and 25 mg (0.2 mmol) of 4-dimethylaminopyridine were further added and the reaction was conducted at ambient temperature overnight. The precipitated byproduct urea was filtered off using a glass filter and the filtrate was concentrated ... The reactants are C1=CC=CC=2C3=CC=CC=C3C(C12)COC(=O)N[C@H](C(N[C@H](C(N[C@H](CCC(=O)O)C(N)=O)=O)CC)=O)CSC[C@@H](COCCCCCCCCCCCCCCCC)OCCCCCCCCCCCCCCCC ((4R,7S,10R,14R)-10-(((9H-fluoren-9-yl)methoxy)carbonylamino)-4-carbamoyl-7-ethyl-14-(hexadecyloxy)-6,9-dioxo-16-oxa-12-thia-5,8-diazadotriacontan-1-oic acid), N1CCCCC1 (Piperidine). Run in C(C)#N (acetonitrile). Run at time 30 minute. The product is N[C@H](C(N[C@H](C(N[C@H](CCC(=O)O)C(N)=O)=O)CC)=O)CSC[C@@H](COCCCCCCCCCCCCCCCC)OCCCCCCCCCCCCCCCC ((4R,7S,10R,14R)-10-amino-4-carbamoyl-7-ethyl-14-(hexadecyloxy)-6,9-dioxo-16-oxa-12-thia-5,8-diazadotriacontan-1-oic acid). As a reaction SMILES: C1C2C(COC([NH:18][C@@H:19]([CH2:38][S:39][CH2:40][C@H:41]([O:60][CH2:61][CH2:62][CH2:63][CH2:64][CH2:65][CH2:66][CH2:67][CH2:68][CH2:69][CH2:70][CH2:71][CH2:72][CH2:73][CH2:74][CH2:75][CH3:76])[CH2:42][O:43][CH2:44][CH2:45][CH2:46][CH2:47][CH2:48][CH2:49][CH2:50][CH2:51][CH2:52][CH2:53][CH2:54][CH2:55][CH2:56][CH2:57][CH2:58][CH3:59])[C:20](=[O:37])[NH:21][C@@H:22]([CH2:35][CH3:36])[C:23](=[O:34])[NH:24][C@@H:25]([C:31](=[O:33])[NH2:32])[CH2:26][CH2:27][C:28]([OH:30])=[O:29])=O)C3C(=CC=CC=3)C=2C=CC=1.N1CCCCC1>C(#N)C>[NH2:18][C@@H:19]([CH2:38][S:39][CH2:40][C@H:41]([O:60][CH2:61][CH2:62][CH2:63][CH2:64][CH2:65][CH2:66][CH2:67][CH2:68][CH2:69][CH2:70][CH2:71][CH2:72][CH2:73][CH2:74][CH2:75][CH3:76])[CH2:42][O:43][CH2:44][CH2:45][CH2:46][CH2:47][CH2:48][CH2:49][CH2:50][CH2:51][CH2:52][CH2:53][CH2:54][CH2:55][CH2:56][CH2:57][CH2:58][CH3:59])[C:20](=[O:37])[NH:21][C@@H:22]([CH2:35][CH3:36])[C:23](=[O:34])[NH:24][C@@H:25]([C:31](=[O:33])[NH2:32])[CH2:26][CH2:27][C:28]([OH:30])=[O:29]. Reported procedure: A solution (4R,7S,10R,14R)-10-(((9H-fluoren-9-yl)methoxy)carbonylamino)-4-carbamoyl-7-ethyl-14-(hexadecyloxy)-6,9-dioxo-16-oxa-12-thia-5,8-diazadotriacontan-1-oic acid in acetonitrile (0.1M) was stirred at room temperature. Piperidine (final conc. 20%) was then added and the reaction stirred for 30 min. After concentration, the product was purified by flash chromatography on an ISCO COMBIFLASH® system using a 0-10% MeOH/DCM gradient to give (4R,7S,10R,14R)-10-amino-4-carbamoyl-7-ethyl-14-(hexade... Starting materials: COC(=O)C(C)(C)c1ccc(SCc2ccc(-c3ccc(C(F)(F)F)cn3)cc2)c(OC)c1, COC(=O)Cn1c(=O)oc2cc(S)ccc21, FC(F)(F)c1ccc(COc2cccc(CCl)c2)cc1. The product is COC(=O)Cn1c(=O)oc2cc(SCc3cccc(OCc4ccc(C(F)(F)F)cc4)c3)ccc21. Reaction SMILES: [CH3:1][O:2][C:3](=[O:4])[C:5]([c:6]1[cH:7][cH:8][c:9]([S:10][CH2:11][c:12]2[cH:13][cH:14][c:15](-[c:16]3[cH:17][cH:18][c:19]([C:20]([F:21])([F:22])[F:23])[cH:24][n:25]3)[cH:26][cH:27]2)[c:28]([O:29][CH3:30])[cH:31]1)([CH3:32])[CH3:33].[CH3:34][O:35][C:36]([CH2:37][n:38]1[c:39](=[O:48])[o:40][c:41]2[c:42]1[cH:43][cH:44][c:45]([SH:47])[cH:46]2)=[O:49].[F:50][C:51]([c:52]1[cH:53][cH:54][c:55]([CH2:56][O:57][c:58]2[cH:59][c:60]([CH2:64][Cl:65])[cH:61][cH:62][cH:63]2)[cH:66][cH:67]1)([F:68])[F:69]>>[CH3:34][O:35][C:36]([CH2:37][n:38]1[c:39](=[O:48])[o:40][c:41]2[c:42]1[cH:43][cH:44][c:45]([S:47][CH2:64][c:60]1[cH:59][c:58]([O:57][CH2:56][c:55]3[cH:54][cH:53][c:52]([C:51]([F:50])([F:68])[F:69])[cH:67][cH:66]3)[cH:63][cH:62][cH:61]1)[cH:46]2)=[O:49]. Reactants: N(N)C(C(=O)N(C)C)=O (2-hydrazinyl-N,N-dimethyl-2-oxoacetamide), CC1=C(C(=O)N2CCC(CC2)C2=CC=C(C#N)C=C2)C=C(C(=C1)C)C1=NN=C(N1)CC1COCC1 (4-(1-(2,4-dimethyl-5-(5-((tetrahydrofuran-3-yl)methyl)-4H-1,2,4-triazol-3-yl)benzoyl)piperidin-4-yl)benzonitrile), CC1=C(C(=O)N2CCC(CC2)C2=CC=C(C#N)C=C2)C=C(C(=C1)C)C1=NN=C(N1)CC1COCC1 (4-(1-(2,4-dimethyl-5-(5-((tetrahydrofuran-3-yl)methyl)-4H-1,2,4-triazol-3-yl)benzoyl)piperidin-4-yl)benzonitrile), O1CC(CC1)CC(=O)NN (2-(tetrahydrofuran-3-yl)acetohydrazide), N(N)C(C(=O)N(C)C)=O (2-hydrazinyl-N,N-dimethyl-2-oxoacetamide). The product is C(#N)C1=CC=C(C=C1)C1CCN(CC1)C(=O)C=1C(=CC(=C(C1)C=1NC(=NN1)C(=O)N(C)C)C)C (5-(5-(4-(4-Cyanophenyl)piperidine-1-carbonyl)-2,4-dimethylphenyl)-N,N-dimethyl-4H-1,2,4-triazole-3-carboxamide). As a reaction SMILES: [CH3:1][C:2]1[CH:23]=[C:22]([CH3:24])[C:21]([C:25]2NC(CC3CCOC3)=N[N:26]=2)=[CH:20][C:3]=1[C:4]([N:6]1[CH2:11][CH2:10][CH:9]([C:12]2[CH:19]=[CH:18][C:15]([C:16]#[N:17])=[CH:14][CH:13]=2)[CH2:8][CH2:7]1)=[O:5].[NH:36]([C:38](=O)[C:39]([N:41]([CH3:43])[CH3:42])=[O:40])[NH2:37].O1CCC(CC(NN)=O)C1>>[C:16]([C:15]1[CH:18]=[CH:19][C:12]([CH:9]2[CH2:10][CH2:11][N:6]([C:4]([C:3]3[C:2]([CH3:1])=[CH:23][C:22]([CH3:24])=[C:21]([C:25]4[NH:26][C:38]([C:39]([N:41]([CH3:43])[CH3:42])=[O:40])=[N:36][N:37]=4)[CH:20]=3)=[O:5])[CH2:7][CH2:8]2)=[CH:13][CH:14]=1)#[N:17]. Procedure details: The title compound was prepared using standard chemical manipulations and procedures similar to those used for the preparation of 4-(1-(2,4-dimethyl-5-(5-((tetrahydrofuran-3-yl)methyl)-4H-1,2,4-triazol-3-yl)benzoyl)piperidin-4-yl)benzonitrile (compound 130), using 2-hydrazinyl-N,N-dimethyl-2-oxoacetamide (compound 135.1) instead of 2-(tetrahydrofuran-3-yl)acetohydrazide (compound 130.4). m/z (ES+) 457 (M+H)+.